This data is from the Open Reaction Database (ORD), a public repository of structured organic reaction records. The task is: describe an organic reaction: reactants, conditions, products, and yield The reactants are C(=O)(O)[O-].[Na+] (NaHCO3), 40L, O (water), 25L, C1(=CC=CC=C1)C (toluene), O (Water), FC(C(=O)C1=CC=CC=C1)(F)F (trifluoroacetophenone), Cl.NO (Hydroxylamine hydrochloride). Run in C(C)O (ethanol). Conditions: temperature 60 celsius, time 8 hour. Product: C(CC)C1=C(O)C=CC(=C1O)CCC (2,4-dipropylresorcinol). Isolated yield 85.0%. Reaction SMILES: F[C:2](F)(F)[C:3]([C:5]1[CH:10]=[CH:9][CH:8]=[CH:7][CH:6]=1)=[O:4].O.Cl.NO.[C:17]([O-:20])(O)=O.[Na+].[C:22]1(C)[CH:27]=CC=C[CH:23]=1>C(O)C>[CH2:23]([C:2]1[C:17]([OH:20])=[C:9]([CH2:8][CH2:7][CH3:6])[CH:10]=[CH:5][C:3]=1[OH:4])[CH2:22][CH3:27] |f:2.3,4.5|. Procedure: The crude solid trifluoroacetophenone from Step 1 (11.54 kg) is dissolved in 48 L of ethanol and is charged into a 100 L round-bottom flask. Water (8L) is then added. Hydroxylamine hydrochloride (NH2OH.HCl, 11.05 kg) is added to the stirred mixture, followed by the addition of NaHCO3 (13.36 kg). The heterogeneous solution is stirred at 60° C. overnight. The reaction is complete within 24 hours by LC assay. Work-up consists of the addition of 40L of water and 25L of toluene, followed by transfer ... Reactants: Brc1c(-c2ccccc2)nc2n1-c1cccnc1Nc1ccccc1-2, O=C([O-])O, CC(C)(C)OC(=O)NCc1ccc(B(O)O)cc1, CCO, Cc1ccccc1, [Na+]. Product: CC(C)(C)OC(=O)NCc1ccc(-c2c(-c3ccccc3)nc3n2-c2cccnc2Nc2ccccc2-3)cc1. As a reaction SMILES: [Br:1][c:2]1[c:3](-[c:20]2[cH:21][cH:22][cH:23][cH:24][cH:25]2)[n:4][c:5]2[n:6]1-[c:7]1[c:8]([n:16][cH:17][cH:18][cH:19]1)[NH:9][c:10]1[c:11]-2[cH:12][cH:13][cH:14][cH:15]1.[C:29](=[O:30])([OH:31])[O-:32].[C:34]([CH3:35])([CH3:36])([CH3:37])[O:38][C:39](=[O:40])[NH:41][CH2:42][c:43]1[cH:44][cH:45][c:46]([B:49]([OH:50])[OH:51])[cH:47][cH:48]1.[CH3:26][CH2:27][OH:28].[CH3:52][c:53]1[cH:54][cH:55][cH:56][cH:57][cH:58]1.[Na+:33]>>[c:2]1(-[c:46]2[cH:45][cH:44][c:43]([CH2:42][NH:41][C:39]([O:38][C:34]([CH3:35])([CH3:36])[CH3:37])=[O:40])[cH:48][cH:47]2)[c:3](-[c:20]2[cH:21][cH:22][cH:23][cH:24][cH:25]2)[n:4][c:5]2[n:6]1-[c:7]1[c:8]([n:16][cH:17][cH:18][cH:19]1)[NH:9][c:10]1[c:11]-2[cH:12][cH:13][cH:14][cH:15]1.